This data is from the Open Reaction Database (ORD), a public repository of structured organic reaction records. The task is: describe an organic reaction: reactants, conditions, products, and yield The reactants are C(C)(C)(C)OC(=O)N1[C@@H](CC(C1)=NOC)C(=O)O ((2S,4EZ)-1-(tert-butoxycarbonyl)-4-(methoxyimino)-2-pyrrolidinecarboxylic acid), CC1=C(C=CC=C1)C1=CC=C(C=C1)C(=O)O (2′-methyl[1,1′-biphenyl]-4-carboxylic acid), CNC=1C(=CC=CC1)N (N1-methyl-1,2-benzenediamine). Product: CON=C1CN([C@@H](C1)C1=NC2=C(N1C)C=CC=C2)C(=O)C2=CC=C(C=C2)C2=C(C=CC=C2)C ((3EZ,5S)-5-(1-methyl-1H-benzimidazol-2-yl)-1-[(2′-methyl[1,1′-biphenyl]-4-yl)carbonyl]-3-pyrrolidinone O-methyloxime). As a reaction SMILES: C(O[C:6]([N:8]1[CH2:12][C:11](=[N:13][O:14][CH3:15])[CH2:10][C@H:9]1[C:16](O)=O)=[O:7])(C)(C)C.[CH3:19][C:20]1[CH:25]=[CH:24][CH:23]=[CH:22][C:21]=1[C:26]1[CH:31]=[CH:30][C:29](C(O)=O)=[CH:28][CH:27]=1.[CH3:35][NH:36][C:37]1[C:38]([NH2:43])=[CH:39][CH:40]=[CH:41][CH:42]=1>>[CH3:15][O:14][N:13]=[C:11]1[CH2:10][C@@H:9]([C:16]2[N:36]([CH3:35])[C:37]3[CH:42]=[CH:41][CH:40]=[CH:39][C:38]=3[N:43]=2)[N:8]([C:6]([C:29]2[CH:28]=[CH:27][C:26]([C:21]3[CH:22]=[CH:23][CH:24]=[CH:25][C:20]=3[CH3:19])=[CH:31][CH:30]=2)=[O:7])[CH2:12]1. Procedure: Following the general method as outlined in Example 11, starting from (2S,4EZ)-1-(tert-butoxycarbonyl)-4-(methoxyimino)-2-pyrrolidinecarboxylic acid, 2′-methyl[1,1′-biphenyl]-4-carboxylic acid, and N1-methyl-1,2-benzenediamine, the title compound was obtained in 83% purity by HPLC. MS(ESI+): m/z=439. The reactants are NCC1CCN(CC1)CC1=CC=C(C=C1)Cl (4-(aminomethyl)-1-(4-chlorobenzyl)piperidine), C1(=CC=CC=C1)C(C=O)C1=CC=CC=C1 (2,2-diphenylacetaldehyde), [BH4-] (borohydride). Run in CO (methanol). Yields the product ClC1=CC=C(CN2CCC(CC2)CNCC(C2=CC=CC=C2)C2=CC=CC=C2)C=C1 (1-(4-chlorobenzyl)-4-{N-(2,2-diphenylethyl)aminomethyl}piperidine). Isolated yield 49.0%. As a reaction SMILES: [NH2:1][CH2:2][CH:3]1[CH2:8][CH2:7][N:6]([CH2:9][C:10]2[CH:15]=[CH:14][C:13]([Cl:16])=[CH:12][CH:11]=2)[CH2:5][CH2:4]1.[C:17]1([CH:23]([C:26]2[CH:31]=[CH:30][CH:29]=[CH:28][CH:27]=2)[CH:24]=O)[CH:22]=[CH:21][CH:20]=[CH:19][CH:18]=1.[BH4-]>CO>[Cl:16][C:13]1[CH:12]=[CH:11][C:10]([CH2:9][N:6]2[CH2:7][CH2:8][CH:3]([CH2:2][NH:1][CH2:24][CH:23]([C:17]3[CH:22]=[CH:21][CH:20]=[CH:19][CH:18]=3)[C:26]3[CH:31]=[CH:30][CH:29]=[CH:28][CH:27]=3)[CH2:4][CH2:5]2)=[CH:15][CH:14]=1. Procedure: Reductive amination of 4-(aminomethyl)-1-(4-chlorobenzyl)piperidine (120 mg) with 2,2-diphenylacetaldehyde (0.66 equiv.) and polymer-supported borohydride in methanol at 25° C. for 16 h, followed by general workup and column chromatography (SiO2) afforded 1-(4-chlorobenzyl)-4-{N-(2,2-diphenylethyl)aminomethyl}piperidine (70 mg, 49%): The purity was determined by RPLC (98%). Procedure: A mixture of 19 (4.96 g, 21.6 mmol) and thionyl chloride (6.32 ml, 86.4 mmol) was heated under reflux for 2 hours. The solution was concentrated in vacuo to dryness. The residue was taken up in water (10 ml), methanol (200 ml) and 1N NaOH solution (75 ml). The solution was stirred at room temperature for 19 hours and concentrated. Chromatography, eluting with 1:1 cyclohexane/ethyl acetate, provided 2.41 g (66%) of 20 as yellow crystals, mp 188°-189° C. (lit. mp 188°-189° C.). Isolated yield 66.0%. As a reaction SMILES: C([O:4][C:5]1[C:6]([C:15]([NH2:17])=O)=[CH:7][C:8]2[C:13]([CH:14]=1)=[CH:12][CH:11]=[CH:10][CH:9]=2)(=O)C.S(Cl)(Cl)=O>>[OH:4][C:5]1[C:6]([C:15]#[N:17])=[CH:7][C:8]2[C:13]([CH:14]=1)=[CH:12][CH:11]=[CH:10][CH:9]=2. Starting materials: C(C)(=O)OC=1C(=CC2=CC=CC=C2C1)C(=O)N (3-Acetoxy-2-naphthamide), S(=O)(Cl)Cl (thionyl chloride). Product: OC=1C(=CC2=CC=CC=C2C1)C#N (3-Hydroxy-2-naphthonitrile). Run at time 19 hour. The reactants are C[Si](OC1=CC(=C(C2=C1COC[C@@H](NC(CSC2=O)=O)C2=NC(=NO2)C)C)OC)(C(C(C)C)(C)C)C ((4R)-13-[dimethyl-(1,1,2-trimethylpropyl)-silanyloxy]-11-methoxy-10-methyl-4-(3-methyl-1,2,4-oxadiazol-5-yl)-3,4,5,6,7,9-hexahydro-1H-8,2,5-benzoxathiaazacycloundecine-6,9-dione), [F-].[NH4+] (ammonium fluoride). The solvent is C(C)(=O)OCC (ethyl acetate), CO (methanol). Reaction conditions: time 30 minute. The product is OC1=CC(=C(C2=C1COC[C@@H](NC(CSC2=O)=O)C2=NC(=NO2)C)C)OC ((4R)-13-hydroxy-11-methoxy-10-methyl-4-(3-methyl-1,2,4-oxadiazol-5-yl)-3,4,5,6,7,9-hexahydro-1H-8,2,5-benzoxathiaazacycloundecine-6,9-dione). Yield: 90.4%. As a reaction SMILES: C[Si](C)(C(C)(C)C(C)C)[O:3][C:4]1[C:9]2[CH2:10][O:11][CH2:12][C@H:13]([C:21]3[O:25][N:24]=[C:23]([CH3:26])[N:22]=3)[NH:14][C:15](=[O:20])[CH2:16][S:17][C:18](=[O:19])[C:8]=2[C:7]([CH3:27])=[C:6]([O:28][CH3:29])[CH:5]=1.[F-].[NH4+]>CO.C(OCC)(=O)C>[OH:3][C:4]1[C:9]2[CH2:10][O:11][CH2:12][C@H:13]([C:21]3[O:25][N:24]=[C:23]([CH3:26])[N:22]=3)[NH:14][C:15](=[O:20])[CH2:16][S:17][C:18](=[O:19])[C:8]=2[C:7]([CH3:27])=[C:6]([O:28][CH3:29])[CH:5]=1 |f:1.2|. Procedure details: To a solution of 268 mg of (4R)-13-[dimethyl-(1,1,2-trimethylpropyl)-silanyloxy]-11-methoxy-10-methyl-4-(3-methyl-1,2,4-oxadiazol-5-yl)-3,4,5,6,7,9-hexahydro-1H-8,2,5-benzoxathiaazacycloundecine-6,9-dione in 10 ml of methanol were added 100 mg of ammonium fluoride, and the mixture was stirred for 30 min at room temperature. The mixture was diluted with 50 ml of ethyl acetate and washed with 30 ml of water and with 30 ml of brine. The organic layer was dried over sodium sulfate and the solvent wa... RXN SMILES: Cl.[NH2:2][C@H:3]1[CH2:8][CH2:7][C@H:6]([NH:9][C:10]([C:12]2[C:16]3=[N:17][CH:18]=[CH:19][C:20]([C:21]4[C:29]5[O:28][CH2:27][O:26][C:25]=5[CH:24]=[CH:23][C:22]=4[O:30][CH2:31][CH:32]4[CH2:34][CH2:33]4)=[C:15]3[NH:14][C:13]=2[CH3:35])=[O:11])[CH2:5][CH2:4]1.[C:36](Cl)(=[O:38])[CH3:37]>>[C:36]([NH:2][C@H:3]1[CH2:8][CH2:7][C@H:6]([NH:9][C:10]([C:12]2[C:16]3=[N:17][CH:18]=[CH:19][C:20]([C:21]4[C:29]5[O:28][CH2:27][O:26][C:25]=5[CH:24]=[CH:23][C:22]=4[O:30][CH2:31][CH:32]4[CH2:33][CH2:34]4)=[C:15]3[NH:14][C:13]=2[CH3:35])=[O:11])[CH2:5][CH2:4]1)(=[O:38])[CH3:37] |f:0.1|. The reactants are Cl.N[C@@H]1CC[C@H](CC1)NC(=O)C1=C(NC=2C1=NC=CC2C2=C(C=CC=1OCOC12)OCC1CC1)C (N-(trans-4-aminocyclohexyl)-7-[5-(cyclopropylmethoxy)-1,3-benzodioxol-4-yl]-2-methyl-1H-pyrrolo[3,2-b]pyridine-3-carboxamide hydrochloride), C(C)(=O)Cl (acetyl chloride). Reported procedure: Starting from N-(trans-4-aminocyclohexyl)-7-[5-(cyclopropylmethoxy)-1,3-benzodioxol-4-yl]-2-methyl-1H-pyrrolo[3,2-b]pyridine-3-carboxamide hydrochloride (example D.f2) and commercially available acetyl chloride the title compound is obtained as colorless solid. Yields the product C(C)(=O)N[C@@H]1CC[C@H](CC1)NC(=O)C1=C(NC=2C1=NC=CC2C2=C(C=CC=1OCOC12)OCC1CC1)C (N-(trans-4-Acetamidocyclohexyl)-7-[5-(cyclopropylmethoxy)-1,3-benzodioxol-4-yl]-2-methyl-1H-pyrrolo[3,2-b]pyridine-3-carboxamide). The reactants are C(C1=CC=CC=C1)(=O)CNCC=1C=C(C=CC1)C1=C(C=C(C=C1)/C=C(/C(=O)OCC)\C)OCCCC (ethyl (E)-3-{3′-[(benzoylmethylamino)methyl]-2-butoxybiphenyl-4-yl}-2-methylacrylate), [OH-].[Na+] (sodium hydroxide). The solvent is C(C)O (ethanol). Run at temperature 52.5 celsius. Product: C(C1=CC=CC=C1)(=O)CNCC=1C=C(C=CC1)C1=C(C=C(C=C1)/C=C(/C(=O)O)\C)OCCCC ((E)-3-{3′-[(benzoylmethylamino)methyl]-2-butoxybiphenyl-4-yl}-2-methylacrylic acid). Isolated yield 65.6%. As a reaction SMILES: [C:1]([CH2:9][NH:10][CH2:11][C:12]1[CH:13]=[C:14]([C:18]2[CH:23]=[CH:22][C:21](/[CH:24]=[C:25](\[CH3:31])/[C:26]([O:28]CC)=[O:27])=[CH:20][C:19]=2[O:32][CH2:33][CH2:34][CH2:35][CH3:36])[CH:15]=[CH:16][CH:17]=1)(=[O:8])[C:2]1[CH:7]=[CH:6][CH:5]=[CH:4][CH:3]=1.[OH-].[Na+]>C(O)C>[C:1]([CH2:9][NH:10][CH2:11][C:12]1[CH:13]=[C:14]([C:18]2[CH:23]=[CH:22][C:21](/[CH:24]=[C:25](\[CH3:31])/[C:26]([OH:28])=[O:27])=[CH:20][C:19]=2[O:32][CH2:33][CH2:34][CH2:35][CH3:36])[CH:15]=[CH:16][CH:17]=1)(=[O:8])[C:2]1[CH:7]=[CH:6][CH:5]=[CH:4][CH:3]=1 |f:1.2|. Procedure details: 265 mg (0.55 mmol) of ethyl (E)-3-{3′-[(benzoylmethylamino)methyl]-2-butoxybiphenyl-4-yl}-2-methylacrylate are placed in a solution of 109 mg (2.75 mmol) of sodium hydroxide in 5 mL of ethanol. After heating at 50-55° C. for 6 hours, the reaction medium is evaporated to dryness, taken up in water, acidified to pH 3 with aqueous 1 N hydrochloric acid solution and extracted with ethyl acetate. The organic phase is washed with water, dried over magnesium sulfate, filtered and evaporated. The residu...